From a dataset of the Open Reaction Database (ORD), a public repository of structured organic reaction records. describe an organic reaction: reactants, conditions, products, and yield The reactants are CO, O=[N+]([O-])c1ccc2[nH]c(C3CC3)cc2c1. Product: Nc1ccc2[nH]c(C3CC3)cc2c1. As a reaction SMILES: [CH3:16][OH:17].[CH:1]1([c:4]2[nH:5][c:6]3[cH:7][cH:8][c:9]([N+:13]([O-:14])=[O:15])[cH:10][c:11]3[cH:12]2)[CH2:2][CH2:3]1>>[CH:1]1([c:4]2[nH:5][c:6]3[cH:7][cH:8][c:9]([NH2:13])[cH:10][c:11]3[cH:12]2)[CH2:2][CH2:3]1.